The task is: describe an organic reaction: reactants, conditions, products, and yield. This data is from the Open Reaction Database (ORD), a public repository of structured organic reaction records. The reactants are C1OC2=CC(=C(C=C2O1)CC(=O)OC)C(C1=CC=C(C=C1)C)=O (methyl 4,5-methylenedioxy-2-(4-methylbenzoyl)phenylacetate), O.NN (hydrazine hydrate), C(C)(=O)O (acetic acid). Run in C(C)O (ethanol). Product: C1OC=2C(=CC3=C(CC(NN=C3C3=CC=C(C=C3)C)=O)C2)O1 (7,8-Methylenedioxy-1-(4-methylphenyl)-3,5-dihydro-2,3-benzodiazepin-4(4H)-one). As a reaction SMILES: [CH2:1]1[O:9][C:8]2[C:3](=[CH:4][C:5]([C:15](=O)[C:16]3[CH:21]=[CH:20][C:19]([CH3:22])=[CH:18][CH:17]=3)=[C:6]([CH2:10][C:11](OC)=[O:12])[CH:7]=2)[O:2]1.O.[NH2:25][NH2:26].C(O)(=O)C>C(O)C>[CH2:1]1[O:2][C:3]2=[CH:4][C:5]3[C:15]([C:16]4[CH:21]=[CH:20][C:19]([CH3:22])=[CH:18][CH:17]=4)=[N:26][NH:25][C:11](=[O:12])[CH2:10][C:6]=3[CH:7]=[C:8]2[O:9]1 |f:1.2|. Procedure: The title compound was prepared from methyl 4,5-methylenedioxy-2-(4-methylbenzoyl)phenylacetate (90 mg, 0.29 mmol), hydrazine hydrate (50 μL, 0.88 mmol) and acetic acid (40 μL) in ethanol (10 mL), mp: 222°-224° C. 1H NMR (CDCl3) 8.36 (s, 1H), 7.48 (d, 2H, J=8.0), 7.23 (d, 2H, J=8.0), 6.82 (s, 1H), 6.64 (s, 1H), 6.02 (s, 2H), 3.45 (s, 2H), 2.41 (s, 3H). Anal. Calcd. for C17H14N2O3 : C, 69.38; H, 4.79; N, 9.52. Found: C, 69.14; H, 4.80; N, 9.30. The reactants are Cl (HCl), ( 5 ), [Li+].[OH-].O (LiOH H2O), C(C(C)C)[C@@H]1C(N(CC1)[C@H](C(=O)OC)CC=C)=O ((S)-methyl 2-((S)-3-isobutyl-2-oxopyrrolidin-1-yl)pent-4-enoate). Run in C1CCOC1 (THF). Run at time 3 day. Product: C(C(C)C)[C@@H]1C(N(CC1)[C@H](C(=O)O)CC=C)=O ((S)-2-((S)-3-isobutyl-2-oxopyrrolidin-1-yl)pent-4-enoic acid). Isolated yield 66.9%. Reaction SMILES: [Li+].[OH-].O.[CH2:4]([C@H:8]1[CH2:12][CH2:11][N:10]([C@@H:13]([CH2:18][CH:19]=[CH2:20])[C:14]([O:16]C)=[O:15])[C:9]1=[O:21])[CH:5]([CH3:7])[CH3:6].Cl>C1COCC1>[CH2:4]([C@H:8]1[CH2:12][CH2:11][N:10]([C@@H:13]([CH2:18][CH:19]=[CH2:20])[C:14]([OH:16])=[O:15])[C:9]1=[O:21])[CH:5]([CH3:7])[CH3:6] |f:0.1.2|. Reported procedure: Step M (5): A solution of LiOH/H2O (2M, 40 mg in 1.0 mL) was added to the diastereomer A, (S)-methyl 2-((S)-3-isobutyl-2-oxopyrrolidin-1-yl)pent-4-enoate (138 mg, 0.55 mmol) from Step M (4) in THF (1.0 mL) at RT. The reaction was stirred for 3 days. The mixture was poured into 1N HCl and the aqueous layer was extracted with EtOAC. The combined organic layers were washed with brine, dried over NaSO4 and concentrated in vacuo to give 88 mg (67%) of the title compound as white solid: LC-MS (M+H)+=2... Starting materials: O=C([O-])[O-], O=C([O-])[O-], CCOC(=O)c1nn2c(c1I)C(=O)NCC2, CB(O)O, Cc1ccccc1, CC(C)c1cc(C(C)C)c(-c2ccccc2P(C2CCCCC2)C2CCCCC2)c(C(C)C)c1, [K+], [K+], [Na+], [Na+], CC(=O)[O-], CC(=O)[O-], [Pd+2]. The product is CCOC(=O)c1nn2c(c1C)C(=O)NCC2. Reaction SMILES: [C:55](=[O:56])([O-:57])[O-:58].[C:68](=[O:69])([O-:70])[O-:71].[CH2:1]([CH3:2])[O:3][C:4](=[O:5])[c:6]1[n:7][n:8]2[c:9]([c:15]1[I:16])[C:10](=[O:14])[NH:11][CH2:12][CH2:13]2.[CH3:17][B:18]([OH:19])[OH:20].[CH3:61][c:62]1[cH:63][cH:64][cH:65][cH:66][cH:67]1.[CH:21]1([P:22]([CH:23]2[CH2:24][CH2:25][CH2:26][CH2:27][CH2:28]2)[c:29]2[cH:30][cH:31][cH:32][cH:33][c:34]2-[c:35]2[c:36]([CH:37]([CH3:38])[CH3:39])[cH:40][c:41]([CH:42]([CH3:43])[CH3:44])[cH:45][c:46]2[CH:47]([CH3:48])[CH3:49])[CH2:50][CH2:51][CH2:52][CH2:53][CH2:54]1.[K+:59].[K+:60].[Na+:72].[Na+:73].[O-:75][C:76]([CH3:77])=[O:78].[O-:79][C:80]([CH3:81])=[O:82].[Pd+2:74]>>[CH2:1]([CH3:2])[O:3][C:4](=[O:5])[c:6]1[n:7][n:8]2[c:9]([c:15]1[CH3:17])[C:10](=[O:14])[NH:11][CH2:12][CH2:13]2. The reactants are CC(C)(C)c1ccc(CCO)cc1, Fc1cccc2c(Cl)ccnc12, [H-], [Na+], CN(C)C=O. The product is CC(C)(C)c1ccc(CCOc2ccnc3c(F)cccc23)cc1. Reaction SMILES: [CH3:3][C:4]([CH3:5])([CH3:6])[c:7]1[cH:8][cH:9][c:10]([CH2:13][CH2:14][OH:15])[cH:11][cH:12]1.[Cl:16][c:17]1[cH:18][cH:19][n:20][c:21]2[c:22]([F:27])[cH:23][cH:24][cH:25][c:26]12.[H-:1].[Na+:2].[O:28]=[CH:29][N:30]([CH3:31])[CH3:32]>>[CH3:3][C:4]([CH3:5])([CH3:6])[c:7]1[cH:8][cH:9][c:10]([CH2:13][CH2:14][O:15][c:17]2[cH:18][cH:19][n:20][c:21]3[c:22]([F:27])[cH:23][cH:24][cH:25][c:26]23)[cH:11][cH:12]1. Product: ClC1=C(N=C2N(C1=O)C=CC=C2)OCN2S(=O)(=O)C1=CC=CC=C1C2=O (2-[3-chloro-4-oxo-4H-pyrido[1,2-a]pyrimidine-2-yl]oxymethyl-saccharin). Procedure: To a mixture of 2-hydroxy-3-chloropyrido[1,2-a]pyrimidine-4-one (0.324 g), and methyltriazabicyclodecene (0.24 mL) in DMF (15 mL) was added 2-bromomethylsaccharin (0.414 g). The mixture was stirred overnight, poured into water and the precipitate which formed was collected by filtration and recrystallized from DMF to afford 0.371 g (65%) of 2-[3-chloro-4-oxo-4H-pyrido[1,2-a]pyrimidine-2-yl]oxymethyl-saccharin. Run in CN(C)C=O (DMF). Reaction conditions: time 8 hour. Starting materials: O (water), OC=1N=C2N(C(C1Cl)=O)C=CC=C2 (2-hydroxy-3-chloropyrido[1,2-a]pyrimidine-4-one), CN1N=C(CCCCCCN1)C1=CCCCCCCCC1 (methyltriazabicyclodecene), BrCN1S(=O)(=O)C2=CC=CC=C2C1=O (2-bromomethylsaccharin). As a reaction SMILES: [OH:1][C:2]1[N:3]=[C:4]2[CH:13]=[CH:12][CH:11]=[CH:10][N:5]2[C:6](=[O:9])[C:7]=1[Cl:8].CN1NCCCCCCC(C2CCCCCCCCC=2)=N1.Br[CH2:36][N:37]1[C:47](=[O:48])[C:46]2[C:41](=[CH:42][CH:43]=[CH:44][CH:45]=2)[S:38]1(=[O:40])=[O:39].O>CN(C=O)C>[Cl:8][C:7]1[C:6](=[O:9])[N:5]2[CH:10]=[CH:11][CH:12]=[CH:13][C:4]2=[N:3][C:2]=1[O:1][CH2:36][N:37]1[C:47](=[O:48])[C:46]2[C:41](=[CH:42][CH:43]=[CH:44][CH:45]=2)[S:38]1(=[O:39])=[O:40]. Isolated yield 63.2%. Reactants: C(C1=CC=CC=C1)OC1=C(C=C(C=C1)OCC1=CC=CC=C1)C(C)=O (1-[2,5-bis(benzyloxy)phenyl]ethanone), C(C)(=O)OO (peracetic acid). Solvent: C(C)(=O)O (acetic acid). Product: C(C1=CC=CC=C1)OC1=C(C=C(C=C1)OCC1=CC=CC=C1)OC(C)=O (Acetic Acid 2,5-bis(benzyloxy)phenyl Ester). RXN SMILES: [CH2:1]([O:8][C:9]1[CH:14]=[CH:13][C:12]([O:15][CH2:16][C:17]2[CH:22]=[CH:21][CH:20]=[CH:19][CH:18]=2)=[CH:11][C:10]=1C(=O)C)[C:2]1[CH:7]=[CH:6][CH:5]=[CH:4][CH:3]=1.[C:26]([O:29]O)(=[O:28])[CH3:27]>C(O)(=O)C>[CH2:1]([O:8][C:9]1[CH:14]=[CH:13][C:12]([O:15][CH2:16][C:17]2[CH:22]=[CH:21][CH:20]=[CH:19][CH:18]=2)=[CH:11][C:10]=1[O:29][C:26](=[O:28])[CH3:27])[C:2]1[CH:3]=[CH:4][CH:5]=[CH:6][CH:7]=1. Procedure details: A solution of 1-[2,5-bis(benzyloxy)phenyl]ethanone (2.25 g) and peracetic acid 40% (1.63 ml) in acetic acid (5.4 ml) was stirred at 60° C. for 1 h. After cooling to room temperature the precipitated product was collected by filtration, washed with cold ether and dried under reduced pressure. Acetic acid 2,5-bis(benzyloxy)phenyl ester was recrystallized from 2-propanol. Yield is 1.87 g. 1H NMR (DMSO-d6) 2.23 (s, 1H), 5.03 (s, 2H), 5.05 (s, 2H), 6.84-7.44 (m, 13H). The yield is 100.0%. Procedure details: 10 mL (137 mmol) of sulphinyl chloride are added at a temperature in the region of 20° C. under an argon atmosphere to 1.1 g (4.36 mmol) of 3-carboxy-1-(isoquinol-1-yl)-4-methyl-1H-pyrrole dissolved in 20 mL of chloroform. After stirring at the reflux point of the solvent for 2 hours, the reaction mixture is concentrated to dryness under reduced pressure (2.7 kPa). The residue is dissolved in 20 mL of chloroform and is then brought back to dryness to give 1.18 g (4.36 mmol) of 3-chlorocarbonyl-1... As a reaction SMILES: S(Cl)([Cl:3])=O.[C:5]([C:8]1[C:12]([CH3:13])=[CH:11][N:10]([C:14]2[C:23]3[C:18](=[CH:19][CH:20]=[CH:21][CH:22]=3)[CH:17]=[CH:16][N:15]=2)[CH:9]=1)(O)=[O:6]>C(Cl)(Cl)Cl>[Cl:3][C:5]([C:8]1[C:12]([CH3:13])=[CH:11][N:10]([C:14]2[C:23]3[C:18](=[CH:19][CH:20]=[CH:21][CH:22]=3)[CH:17]=[CH:16][N:15]=2)[CH:9]=1)=[O:6]. Reactants: S(=O)(Cl)Cl (sulphinyl chloride), C(=O)(O)C1=CN(C=C1C)C1=NC=CC2=CC=CC=C12 (3-carboxy-1-(isoquinol-1-yl)-4-methyl-1H-pyrrole). The product is ClC(=O)C1=CN(C=C1C)C1=NC=CC2=CC=CC=C12 (3-chlorocarbonyl-1-(isoquinol-1-yl)-4-methyl-1H-pyrrole). Solvent: C(Cl)(Cl)Cl (chloroform). Run at time 2 hour.